This data is from the Open Reaction Database (ORD), a public repository of structured organic reaction records. The task is: describe an organic reaction: reactants, conditions, products, and yield The reactants are CC=1NC(=C(C(C1C(=O)OC)C1=CC(=CC=C1)[N+](=O)[O-])C(=O)OCCC1=CC=C(C=C1)O)C (2,6-dimethyl-3-methoxycarbonyl-4-(3-nitrophenyl)-5-[2-(4-hydroxyphenyl)ethoxycarbonyl]-1,4-dihydropyridine), C(=O)([O-])[O-].[K+].[K+] (K2CO3), C1(OCCO1)=O (ethylene carbonate). Solvent: C1(=CC=CC=C1)C (toluene). Yields the product CC=1NC(=C(C(C1C(=O)OC)C1=CC(=CC=C1)[N+](=O)[O-])C(=O)OCCC1=CC=C(C=C1)OCCO)C (2,6-dimethyl-3-methoxycarbonyl-4-(3-nitrophenyl)-5-(2-[4-(2-hydroxyethoxy)phenyl]ethoxycarbonyl)-1,4-dihydropyridine). The yield is 91.1%. Reaction SMILES: [CH3:1][C:2]1[NH:3][C:4]([CH3:33])=[C:5]([C:21]([O:23][CH2:24][CH2:25][C:26]2[CH:31]=[CH:30][C:29]([OH:32])=[CH:28][CH:27]=2)=[O:22])[CH:6]([C:12]2[CH:17]=[CH:16][CH:15]=[C:14]([N+:18]([O-:20])=[O:19])[CH:13]=2)[C:7]=1[C:8]([O:10][CH3:11])=[O:9].C([O-])([O-])=O.[K+].[K+].C1(=O)O[CH2:43][CH2:42][O:41]1>C1(C)C=CC=CC=1>[CH3:1][C:2]1[NH:3][C:4]([CH3:33])=[C:5]([C:21]([O:23][CH2:24][CH2:25][C:26]2[CH:27]=[CH:28][C:29]([O:32][CH2:43][CH2:42][OH:41])=[CH:30][CH:31]=2)=[O:22])[CH:6]([C:12]2[CH:17]=[CH:16][CH:15]=[C:14]([N+:18]([O-:20])=[O:19])[CH:13]=2)[C:7]=1[C:8]([O:10][CH3:11])=[O:9] |f:1.2.3|. Procedure details: A mixture of 1.0 g of 2,6-dimethyl-3-methoxycarbonyl-4-(3-nitrophenyl)-5-[2-(4-hydroxyphenyl)ethoxycarbonyl]-1,4-dihydropyridine (11), 0.5 g of K2CO3, and 0.5 g of ethylene carbonate in 20 mL of toluene was heated at reflux for 18 h. The mixture was filtered and the filtrate evaporated to yield 1.0 g of 2,6-dimethyl-3-methoxycarbonyl-4-(3-nitrophenyl)-5-(2-[4-(2-hydroxyethoxy)phenyl]ethoxycarbonyl)-1,4-dihydropyridine (1, R1 =A1, m=2, p=0) as an amorphous solid. Solvent: Cl (HCl). Procedure: A mixture of 2-chloro-4-nitroanisole (10 g, 53.3 mmol) and pyridinium chloride (50 g, 426 mmol) was heated at 200° C. for 3 h. After cooling to RT, the mixture was dissolved in 150 mL of aqueous 2N HCl and 150 mL of EtOAc. The organic phase was separated and was washed with aqueous 2N HCl (2×100 mL). The resulting organic phase was dried over MgSO4 and concentrated in vacuo. The title compound was obtained via chromatography (silica gel, 10:1 hexane/EtOAc) as a yellow solid. RXN SMILES: Cl[C:2]1[CH:7]=[C:6]([N+:8]([O-:10])=[O:9])C=C[C:3]=1OC.[Cl-:13].[NH+]1C=CC=CC=1.CCO[C:23]([CH3:25])=[O:24]>Cl>[Cl:13][C:3]1[CH:2]=[CH:7][C:6]([N+:8]([O-:10])=[O:9])=[CH:25][C:23]=1[OH:24] |f:1.2|. The product is ClC1=C(C=C(C=C1)[N+](=O)[O-])O (2-Chloro-5-nitro-phenol). Starting materials: CCOC(=O)C (EtOAc), ClC1=C(C=CC(=C1)[N+](=O)[O-])OC (2-chloro-4-nitroanisole), [Cl-].[NH+]1=CC=CC=C1 (pyridinium chloride). Reaction conditions: temperature 200 celsius. The reactants are C(=O)(OC(C)(C)C)N1CCN(CC1)C1=CC(=CC=C1)C(=O)OCC (1-Boc-4-[3-(ethoxycarbonyl)phenyl]piperazine), [OH-].[Na+] (NaOH), Cl (HCl). Solvent: CCO (EtOH). Run at temperature 40 celsius. Yields the product C(C)(C)(C)OC(=O)N1CCN(CC1)C=1C=C(C(=O)O)C=CC1 (3-[4-(tert-butoxycarbonyl)piperazin-1-yl]benzoic acid). Yield: 43.5%. Reaction SMILES: [C:1]([N:8]1[CH2:13][CH2:12][N:11]([C:14]2[CH:19]=[CH:18][CH:17]=[C:16]([C:20]([O:22]CC)=[O:21])[CH:15]=2)[CH2:10][CH2:9]1)([O:3][C:4]([CH3:7])([CH3:6])[CH3:5])=[O:2].[OH-].[Na+].Cl>CCO>[C:4]([O:3][C:1]([N:8]1[CH2:9][CH2:10][N:11]([C:14]2[CH:15]=[C:16]([CH:17]=[CH:18][CH:19]=2)[C:20]([OH:22])=[O:21])[CH2:12][CH2:13]1)=[O:2])([CH3:7])([CH3:5])[CH3:6] |f:1.2|. Procedure: To a solution of 1-Boc-4-[3-(ethoxycarbonyl)phenyl]piperazine (200 mg, 0.6 mmol) in EtOH (1 ml), 2M NaOH (1 ml, 2 mmol) was added. The reaction was heated for 2 hours at 40° C. until HPLC revealed the disappearance of the starting material. The solution was neutralized to pH 7 with aqueous 25% HCl. The precipitate was filtrated and washed with Et2O to afford the desired final compound as beige solid (80 mg, 40%). Reactants: S1(N(C(c2c1cccc2)=O)C=O)(=O)=O, [Si](CC)(CC)CC, c1ccc2c(c1Br)CNC2=O. The reagents and catalysts are c1ccc(cc1)-c2c3ccccc3cc4ccccc24 (9-Phenylanthracene), CCN(C(C)C)C(C)C (DIPEA), P(c1ccccc1)(c1ccccc1)CCCCP(c1ccccc1)c1ccccc1 (dppb / Pd(OAc)2), C(O[Pd]OC(C)=O)(C)=O (Pd(OAc)2). Run in CC#N (MeCN). Conditions: temperature 100 celsius, time 18 hour. Product: O=Cc1cccc2C(=O)NCc12. Reaction SMILES: Br[c:1]1[c:10]([c:5]2[cH:4][cH:3][cH:2]1)[CH2:9][NH:8][C:6]2=[O:7].[O:11]=[CH:12]N1S(=O)(=O)c(c2C1=O)cccc2.CC[SiH](CC)CC>>[O:11]=[CH:12][c:1]1[c:10]([c:5]2[cH:4][cH:3][cH:2]1)[CH2:9][NH:8][C:6]2=[O:7]. Reactants: BrC=1C=NNC1 (4-bromopyrazole), C(=O)([O-])[O-].[K+].[K+] (K2CO3), C[Si](CCOCCl)(C)C (2-(trimethylsilyl)ethoxymethyl chloride). Solvent: CN(C)C=O (DMF). Conditions: time 18 hour. Product: BrC=1C=NN(C1)COCC[Si](C)(C)C (4-bromo-1-((2-(trimethylsilyl)ethoxy)methyl)-1H-pyrazole). Isolated yield 67.1%. RXN SMILES: [Br:1][C:2]1[CH:3]=[N:4][NH:5][CH:6]=1.C([O-])([O-])=O.[K+].[K+].[CH3:13][Si:14]([CH3:21])([CH3:20])[CH2:15][CH2:16][O:17][CH2:18]Cl>CN(C=O)C>[Br:1][C:2]1[CH:3]=[N:4][N:5]([CH2:18][O:17][CH2:16][CH2:15][Si:14]([CH3:21])([CH3:20])[CH3:13])[CH:6]=1 |f:1.2.3|. Procedure: To a 100 mL roundbottom flask was charged 4-bromopyrazole (13.6 mmol, 2.00 g), K2CO3 (20.4 mmol, 2.82 g), and DMF (20 mL). To this suspension was added 2-(trimethylsilyl)ethoxymethyl chloride (15.0 mmol, 2.64 mL). This suspension was allowed to stir at room temperature 18 hours. The reaction mixture was then concentrated in vacuo, dissolved in 20 mL DCM, and filtered through celite. The crude mixture was purified via silica gel chromatography (0% to 80% ethyl acetate in hexanes gradient) to yiel... Starting materials: N1(CCOCC1)C(COC1CCN(CC1)C=1OC2=C(N1)C=CC(=C2)O)=O (2-{4-[2-(morpholin-4-yl)-2-oxoethoxy]piperidin-1-yl}-1,3-benzoxazol-6-ol), C([O-])([O-])=O.[K+].[K+] (potassium carbonate), BrCC1CC1 ((bromomethyl)cyclopropane). The solvent is CN(C)C=O (DMF), C(C)(=O)OCC (ethyl acetate). Run at temperature 80 celsius, time 8 hour. The product is C1(CC1)COC1=CC2=C(N=C(O2)N2CCC(CC2)OCC(=O)N2CCOCC2)C=C1 (6-(cyclopropylmethoxy)-2-{4-[2-(morpholin-4-yl)-2-oxoethoxy]piperidin-1-yl}-1,3-benzoxazole). Reaction SMILES: [N:1]1([C:7](=[O:26])[CH2:8][O:9][CH:10]2[CH2:15][CH2:14][N:13]([C:16]3[O:17][C:18]4[CH:24]=[C:23]([OH:25])[CH:22]=[CH:21][C:19]=4[N:20]=3)[CH2:12][CH2:11]2)[CH2:6][CH2:5][O:4][CH2:3][CH2:2]1.C(=O)([O-])[O-].[K+].[K+].Br[CH2:34][CH:35]1[CH2:37][CH2:36]1>CN(C=O)C.C(OCC)(=O)C>[CH:35]1([CH2:34][O:25][C:23]2[CH:22]=[CH:21][C:19]3[N:20]=[C:16]([N:13]4[CH2:12][CH2:11][CH:10]([O:9][CH2:8][C:7]([N:1]5[CH2:2][CH2:3][O:4][CH2:5][CH2:6]5)=[O:26])[CH2:15][CH2:14]4)[O:17][C:18]=3[CH:24]=2)[CH2:37][CH2:36]1 |f:1.2.3|. Procedure details: To a solution of 2-{4-[2-(morpholin-4-yl)-2-oxoethoxy]piperidin-1-yl}-1,3-benzoxazol-6-ol (2.81 g) in DMF (26 mL) were added potassium carbonate (3.22 g) and (bromomethyl)cyclopropane (1.51 mL), and the mixture was stirred at 80° C. overnight. The reaction mixture was allowed to cool to room temperature, and diluted with ethyl acetate. The diluted solution was washed with distilled water and saturated brine, and dried over anhydrous sodium sulfate. The solvent was evaporated under reduced pressu... Reactants: O=C(Cl)c1ccccc1, ClCCl, COc1ccc(C=CC2CCNN2)cc1OC, [Na+], [Na+], O=C([O-])[O-]. Yields the product NC1CCN(C(=O)c2ccccc2)C1. RXN SMILES: [C:18]([c:19]1[cH:20][cH:21][cH:22][cH:23][cH:24]1)(=[O:25])[Cl:26].[CH2:33]([Cl:34])[Cl:35].[NH:1]1[NH:2][CH:3]([CH:6]=[CH:7][c:8]2[cH:9][cH:10][c:11]([O:12][CH3:13])[c:14]([O:15][CH3:16])[cH:17]2)[CH2:4][CH2:5]1.[Na+:27].[Na+:28].[O-:29][C:30](=[O:31])[O-:32]>>[N:1]1([C:18]([c:19]2[cH:20][cH:21][cH:22][cH:23][cH:24]2)=[O:25])[CH2:5][CH2:4][CH:3]([NH2:2])[CH2:6]1. As a reaction SMILES: C[O:2][C:3]([C:5]1[CH:6]=[C:7]([C:20]2[CH:25]=[CH:24][CH:23]=[C:22]([S:26](=[O:33])(=[O:32])[NH:27]C(C)(C)C)[CH:21]=2)[C:8]([O:13]COCCOC)=[C:9]([CH:11]=O)[CH:10]=1)=[O:4].[ClH:34].[NH2:35][C:36]1[CH:37]=[C:38]([CH:42]=[CH:43][C:44]=1[NH2:45])[C:39]([NH2:41])=[NH:40]>>[ClH:34].[C:39]([C:38]1[CH:42]=[CH:43][C:44]2[NH:45][C:11]([C:9]3[CH:10]=[C:5]([C:3]([OH:2])=[O:4])[CH:6]=[C:7]([C:20]4[CH:25]=[CH:24][CH:23]=[C:22]([S:26](=[O:32])(=[O:33])[NH2:27])[CH:21]=4)[C:8]=3[OH:13])=[N:35][C:36]=2[CH:37]=1)(=[NH:40])[NH2:41] |f:1.2,3.4|. Procedure: Proceeding as in Reference 23, but substituting 3′-tert-butylsulfamoyl-5-formyl-6-(2-methoxyethoxymethoxy)-biphenyl-3-carboxylic acid methyl ester (1.64 g, 3.42 mmol, 1.0 eq.) and 3,4-diamino-benzamidine hydrochloride (638 mg, 3.42 mmol, 1.0 eq.), gave 5-(5-carbamimidoyl-1H-benzoimidazol-2-yl)-6-hydroxy-3′-sulfamoyl-biphenyl-3-carboxylic acid hydrochloride (650 mg) as a brown solid. Reactants: COC(=O)C=1C=C(C(=C(C1)C=O)OCOCCOC)C1=CC(=CC=C1)S(NC(C)(C)C)(=O)=O (3′-tert-butylsulfamoyl-5-formyl-6-(2-methoxyethoxymethoxy)-biphenyl-3-carboxylic acid methyl ester), Cl.NC=1C=C(C(=N)N)C=CC1N (3,4-diamino-benzamidine hydrochloride). Isolated yield 39.0%. Yields the product Cl.C(N)(=N)C1=CC2=C(NC(=N2)C=2C=C(C=C(C2O)C2=CC(=CC=C2)S(N)(=O)=O)C(=O)O)C=C1 (5-(5-carbamimidoyl-1H-benzoimidazol-2-yl)-6-hydroxy-3′-sulfamoyl-biphenyl-3-carboxylic acid hydrochloride). Starting materials: C(C)(=O)O.C(C)OC([C@H](C)N(P(=O)OC1=CC=CC=C1)CCN)=O ((S)-2-[(2-aminoethyl)phenoxyphosphinoylamino]propionic acid ethyl ester mono acetic acid salt), O.O.Cl.NC1=NC2=NC=C(N=C2C(=N1)N)CN(C1=CC=C(C(=O)O)C=C1)C.NC1=NC2=NC=C(N=C2C(=N1)N)CN(C)C1=CC=C(C(=O)O)C=C1.O.O (4-[(2,4-diamino-pteridin-6-ylmethyl)-methyl-amino]-benzoic acid hemihydrochloride dihydrate), C(#N)P(OCC)(OCC)=O (diethyl cyanophosphonate), CCN(C(C)C)C(C)C (DIEA). The solvent is CN(C)C=O (DMF), CN(C)C=O (DMF). Reaction conditions: time 3 hour. Yields the product C(C)OC(C(C)N(P(=O)OC1=CC=CC=C1)CCNC(C1=CC=C(C=C1)N(C)CC=1N=C2C(=NC(=NC2=NC1)N)N)=O)=O (2-[(2-{4-[(2,4-diaminopteridin-6-ylmethyl)methylamino]benzoylamino}ethyl)-phenoxyphosphinoylamino]propionic acid ethyl ester). The yield is 6.6%. RXN SMILES: O.O.Cl.[NH2:4][C:5]1[N:14]=[C:13]([NH2:15])[C:12]2[C:7](=[N:8][CH:9]=[C:10]([CH2:16][N:17]([CH3:27])[C:18]3[CH:26]=[CH:25][C:21]([C:22](O)=[O:23])=[CH:20][CH:19]=3)[N:11]=2)[N:6]=1.NC1N=C(N)C2C(=NC=C(CN(C3C=CC(C(O)=O)=CC=3)C)N=2)N=1.O.O.C(P(=O)(OCC)OCC)#N.CCN(C(C)C)C(C)C.C(O)(=O)C.[CH2:77]([O:79][C:80](=[O:96])[C@@H:81]([N:83]([CH2:93][CH2:94][NH2:95])[PH:84]([O:86][C:87]1[CH:92]=[CH:91][CH:90]=[CH:89][CH:88]=1)=[O:85])[CH3:82])[CH3:78]>CN(C=O)C>[CH2:77]([O:79][C:80](=[O:96])[CH:81]([N:83]([CH2:93][CH2:94][NH:95][C:22](=[O:23])[C:21]1[CH:20]=[CH:19][C:18]([N:17]([CH2:16][C:10]2[N:11]=[C:12]3[C:7](=[N:8][CH:9]=2)[N:6]=[C:5]([NH2:4])[N:14]=[C:13]3[NH2:15])[CH3:27])=[CH:26][CH:25]=1)[PH:84]([O:86][C:87]1[CH:92]=[CH:91][CH:90]=[CH:89][CH:88]=1)=[O:85])[CH3:82])[CH3:78] |f:0.1.2.3.4.5.6,9.10|. Procedure details: To a solution of 4-[(2,4-diamino-pteridin-6-ylmethyl)-methyl-amino]-benzoic acid hemihydrochloride dihydrate (39.6 mg, 104.0 mmol) in DMF (1.2 mL) were added diethyl cyanophosphonate (20.6 μL, 136.1 μmol) and DIEA (36.0 μL, 209.4 μmol). The solution was stirred at ambient temperature for 3 hours, when (S)-2-[(2-aminoethyl)phenoxyphosphinoylamino]propionic acid ethyl ester mono acetic acid salt (mixture of diastereomers at phosphorus; 104.0 μmol) in DMF (200 μL) was added. The solution was stirre... Reactants: COC[C@H]1NCCC1 ((S)-2-(methoxymethyl)pyrrolidine), BrC=1C=NC=C(C1)CCl (3-bromo-5-chloromethyl-pyridine). Product: BrC=1C=NC=C(C1)CN1[C@@H](CCC1)COC (3-Bromo-5-((S)-2-methoxymethyl-pyrrolidin-1-ylmethyl)-pyridine). RXN SMILES: [CH3:1][O:2][CH2:3][C@@H:4]1[CH2:8][CH2:7][CH2:6][NH:5]1.[Br:9][C:10]1[CH:11]=[N:12][CH:13]=[C:14]([CH2:16]Cl)[CH:15]=1>>[Br:9][C:10]1[CH:11]=[N:12][CH:13]=[C:14]([CH2:16][N:5]2[CH2:6][CH2:7][CH2:8][C@H:4]2[CH2:3][O:2][CH3:1])[CH:15]=1. Reported procedure: In analogy to the procedure described for the preparation of intermediates B-1 [B], (S)-2-(methoxymethyl)pyrrolidine has been coupled to 3-bromo-5-chloromethyl-pyridine (intermediate B-1 [A]) to yield the title compound as a yellow oil. MS: 285.0, 286.9 (M+H+).